The task is: describe an organic reaction: reactants, conditions, products, and yield. This data is from the Open Reaction Database (ORD), a public repository of structured organic reaction records. Yields the product CC(C=O)CCC(C)C (2,5-dimethylhexan-1-al). The reactants are CC(C=O)CC=C(C)C (2,5-dimethylhex-4-en-1-al). As a reaction SMILES: [CH3:1][CH:2]([CH2:5][CH:6]=[C:7]([CH3:9])[CH3:8])[CH:3]=[O:4]>[Pd]>[CH3:1][CH:2]([CH2:5][CH2:6][CH:7]([CH3:9])[CH3:8])[CH:3]=[O:4]. Reagents/catalysts: [Pd] (palladium-on-carbon). Procedure details: One gram of 5% palladium-on-carbon and 8 g. of 2,5-dimethylhex-4-en-1-al is stirred in 50 ml. of ethanol under excess hydrogen at one atomsphere pressure and at room temperature until the theoretical amount of hydrogen is absorbed (about 24 hours). Then, 2 ml. of dichloromethane is added and the mixture filtered. The filtrate is concentrated under reduced pressure to yield 2,5-dimethylhexan-1-al. The reactants are BrCCOC1=CC=CC=C1 (β-Bromophenetole), C(=O)([O-])[O-].[K+].[K+] (K2CO3), FC=1C=C2C(=C(NC2=CC1)C)C1=NNS(C2=C1C=CC=C2)(=O)=O (4-(5-fluoro-2-methyl-1H-indol-3-yl)-2H-benzo[e][1,2,3]thiadiazine 1,1-dioxide), C(=O)([O-])[O-].[K+].[K+] (K2CO3), BrCC(=O)OC(C)(C)C (tert-butyl bromoacetate). Run in O (H2O), C(Cl)Cl (CH2Cl2), CC#N (CH3CN). Reaction conditions: temperature 80 celsius, time 8 hour. Yields the product C(C)(C)(C)OC(CN1C(=C(C2=CC(=CC=C12)F)C1=NN(S(C2=C1C=CC=C2)(=O)=O)CCOC2=CC=CC=C2)C)=O ({3-[2-(2-Phenoxy-ethyl)-1,1-dioxo-1,2-dihydro-1λ6-benzo[e][1,2,3]thiadiazin-4-yl]-5-fluoro-2-methyl-indol-1-yl}-acetic acid tert-butyl ester). Reaction SMILES: Br[CH2:2][CH2:3][O:4][C:5]1[CH:10]=[CH:9][CH:8]=[CH:7][CH:6]=1.C([O-])([O-])=O.[K+].[K+].[F:17][C:18]1[CH:19]=[C:20]2[C:24](=[CH:25][CH:26]=1)[NH:23][C:22]([CH3:27])=[C:21]2[C:28]1[C:33]2[CH:34]=[CH:35][CH:36]=[CH:37][C:32]=2[S:31](=[O:39])(=[O:38])[NH:30][N:29]=1.Br[CH2:41][C:42]([O:44][C:45]([CH3:48])([CH3:47])[CH3:46])=[O:43]>CC#N.O.C(Cl)Cl>[C:45]([O:44][C:42](=[O:43])[CH2:41][N:23]1[C:24]2[C:20](=[CH:19][C:18]([F:17])=[CH:26][CH:25]=2)[C:21]([C:28]2[C:33]3[CH:34]=[CH:35][CH:36]=[CH:37][C:32]=3[S:31](=[O:38])(=[O:39])[N:30]([CH2:2][CH2:3][O:4][C:5]3[CH:10]=[CH:9][CH:8]=[CH:7][CH:6]=3)[N:29]=2)=[C:22]1[CH3:27])([CH3:48])([CH3:47])[CH3:46] |f:1.2.3|. Reported procedure: β-Bromophenetole (14 mg, 67 μmol) and K2CO3 (10 mg, 72 μmol) were added to a solution of 4-(5-fluoro-2-methyl-1H-indol-3-yl)-2H-benzo[e][1,2,3]thiadiazine 1,1-dioxide (20 mg, 61 μmol) in CH3CN (1 mL), and stirred overnight at 80° C. An additional amount of K2CO3 (10 mg, 72 μmol) and tert-butyl bromoacetate (14 μL, 92 μmol) was added, and the reaction mixture stirred an additional 2 h at 80° C. The reaction mixture was diluted with H2O and CH2Cl2, and filtered through an Extrelut column. The Extr... Starting materials: [Al+3], S=C=S, CC(=O)Cl, COc1ccc(-c2ccccc2)cc1, [Cl-], [Cl-], [Cl-], Cl, O. Product: COc1ccc(-c2ccccc2C(C)=O)cc1. Reaction SMILES: [Al+3:16].[C:25](=[S:26])=[S:27].[CH3:19][C:20]([Cl:21])=[O:22].[CH3:1][O:2][c:3]1[cH:4][cH:5][c:6](-[c:9]2[cH:10][cH:11][cH:12][cH:13][cH:14]2)[cH:7][cH:8]1.[Cl-:15].[Cl-:17].[Cl-:18].[ClH:23].[OH2:24]>>[CH3:1][O:2][c:3]1[cH:4][cH:5][c:6](-[c:9]2[cH:10][cH:11][cH:12][cH:13][c:14]2[C:20]([CH3:19])=[O:22])[cH:7][cH:8]1. Reactants: FC=1C=C(C=CC1)C1OC2=CC=C(C=C2CC1)O (2-(3-fluorophenyl)chroman-6-ol), [N+](=O)([O-])C=1C=C(C=CC1)C1OC2=CC=C(C=C2C(C1)O)O (2-(3-nitrophenyl)chroman-4,6-diol). Yields the product O1CCCC2=CC(=CC=C12)O (chroman-6-ol). As a reaction SMILES: FC1C=C([CH:8]2[CH2:17][CH2:16][C:15]3[C:10](=[CH:11][CH:12]=[C:13]([OH:18])[CH:14]=3)[O:9]2)C=CC=1.[N+](C1C=C(C2CC(O)C3C(=CC=C(O)C=3)O2)C=CC=1)([O-])=O>>[O:9]1[C:10]2[C:15](=[CH:14][C:13]([OH:18])=[CH:12][CH:11]=2)[CH2:16][CH2:17][CH2:8]1. Reported procedure: 2-3-Nitrophenyl)chroman-6-ol was prepared as described for 2-(3-fluorophenyl)chroman-6-ol in Example 9(c) starting from 2-(3-nitrophenyl)chroman-4,6-diol. 1H NMR (300 MHz, d6-DMSO) δ: 8.80 (s, 1H), 8.26 (s, 1H), 8.19 (dd, 1H, J 8.1, 2.3 Hz), 7.90 (d, 1H, J 7.9Hz), 7.70 (t, 1H, J 15.9, 7.9 Hz), 6.70 (d, 1H, J 8.4 Hz), 6.51-6.55 (m, 2H), 5.19 (dd, 1H, J 10.0, 2.0), 2.86-2.91 (m, 1H), 2.61-2.68 (m, 1H), 2.17-2.23 (m, 1H), 1.91-1.97 (m, 1H). Starting materials: N1C(CCC1)=O (pyrrolidin-2-one), CC1(C2=CC=CC(=C2OC=2C(=CC=CC12)P(C1=CC=CC=C1)C1=CC=CC=C1)P(C1=CC=CC=C1)C1=CC=CC=C1)C (9,9-dimethyl-4,5-bis(diphenylphosphino)xanthene), C([O-])([O-])=O.[Cs+].[Cs+] (cesium carbonate), C(C)OC(=O)N1[C@@H](C[C@@H](C2=NC(=CC=C12)OC)NC1=NC=C(C(=N1)CC1=CC(=CC(=C1)C(F)(F)F)C(F)(F)F)I)CC ((2R*,4S*)-4-{[3,5-Bis(trifluoromethyl)benzyl]-(5-iodopyrimidin-2-yl)}amino-2-ethyl-6-methoxy-3,4-dihydro-2H-[1,5]naphthyridine-1-carboxylic acid ethyl ester). The reagents and catalysts are C=1C=CC(=CC1)/C=C/C(=O)/C=C/C2=CC=CC=C2.C=1C=CC(=CC1)/C=C/C(=O)/C=C/C2=CC=CC=C2.C=1C=CC(=CC1)/C=C/C(=O)/C=C/C2=CC=CC=C2.[Pd].[Pd] (tris(dibenzylideneacetone)-dipalladium). Solvent: O1CCOCC1 (1,4-dioxane), O (water). Reaction conditions: temperature 100 celsius, time 8 hour. The product is C(C)OC(=O)N1[C@@H](C[C@@H](C2=NC(=CC=C12)OC)NC1=NC=CC(=N1)CC1=CC(=CC(=C1)C(F)(F)F)C(F)(F)F)CC ((2R*,4S*)-4-{[3,5-bis(trifluoromethyl)benzyl]-(pyrimidin-2-yl)}amino-2-ethyl-6-methoxy-3,4-dihydro-2H-[1,5]naphthyridine-1-carboxylic acid ethyl ester). The yield is 36.5%. RXN SMILES: [CH2:1]([O:3][C:4]([N:6]1[C:15]2[C:10](=[N:11][C:12]([O:16][CH3:17])=[CH:13][CH:14]=2)[C@@H:9]([NH:18][C:19]2[N:24]=[C:23]([CH2:25][C:26]3[CH:31]=[C:30]([C:32]([F:35])([F:34])[F:33])[CH:29]=[C:28]([C:36]([F:39])([F:38])[F:37])[CH:27]=3)[C:22](I)=[CH:21][N:20]=2)[CH2:8][C@H:7]1[CH2:41][CH3:42])=[O:5])[CH3:2].N1CCCC1=O.CC1(C)C2C=CC=C(P(C3C=CC=CC=3)C3C=CC=CC=3)C=2OC2C1=CC=CC=2P(C1C=CC=CC=1)C1C=CC=CC=1.C(=O)([O-])[O-].[Cs+].[Cs+]>O1CCOCC1.C1C=CC(/C=C/C(/C=C/C2C=CC=CC=2)=O)=CC=1.C1C=CC(/C=C/C(/C=C/C2C=CC=CC=2)=O)=CC=1.C1C=CC(/C=C/C(/C=C/C2C=CC=CC=2)=O)=CC=1.[Pd].[Pd].O>[CH2:1]([O:3][C:4]([N:6]1[C:15]2[C:10](=[N:11][C:12]([O:16][CH3:17])=[CH:13][CH:14]=2)[C@@H:9]([NH:18][C:19]2[N:24]=[C:23]([CH2:25][C:26]3[CH:31]=[C:30]([C:32]([F:33])([F:34])[F:35])[CH:29]=[C:28]([C:36]([F:37])([F:38])[F:39])[CH:27]=3)[CH:22]=[CH:21][N:20]=2)[CH2:8][C@H:7]1[CH2:41][CH3:42])=[O:5])[CH3:2] |f:3.4.5,7.8.9.10.11|. Procedure details: (2R*,4S*)-4-{[3,5-Bis(trifluoromethyl)benzyl]-(5-iodopyrimidin-2-yl)}amino-2-ethyl-6-methoxy-3,4-dihydro-2H-[1,5]naphthyridine-1-carboxylic acid ethyl ester (350 mg) is dissolved in 1,4-dioxane (1 ml), then thereto are added pyrrolidin-2-one (100 mg), tris(dibenzylideneacetone)-dipalladium (23 mg), 9,9-dimethyl-4,5-bis(diphenylphosphino)xanthene (21 mg) and cesium carbonate (241 mg) and the mixture is stirred at 100° C. under nitrogen flow overnight. After allowing to cool to room temperature, w... The reactants are C(C)(=O)[O-] (acetate), ClC(C)OC(=O)OC(CNC(C(=C)C)=O)C (N-[2-(1-chloroethoxycarbonyloxy)propyl]methacrylamide). Run in C1CCOC1 (THF), C1CCOC1 (THF). Conditions: time 4 day. Product: C(C)(=O)OC(C)OC(=O)OC(CNC(C(=C)C)=O)C (N-[2-(1-acetoxyethoxycarbonyloxy)propyl]-methacrylamide). Yield: 24.8%. RXN SMILES: [C:1]([O-:4])(=[O:3])[CH3:2].Cl[CH:6]([O:8][C:9]([O:11][CH:12]([CH3:20])[CH2:13][NH:14][C:15](=[O:19])[C:16]([CH3:18])=[CH2:17])=[O:10])[CH3:7]>C1COCC1>[C:1]([O:4][CH:6]([O:8][C:9]([O:11][CH:12]([CH3:20])[CH2:13][NH:14][C:15](=[O:19])[C:16]([CH3:18])=[CH2:17])=[O:10])[CH3:7])(=[O:3])[CH3:2]. Reported procedure: A THF solution (100 ml) of TBA acetate (6.93 g, 23 mmol) prepared by freeze-drying an aqueous solution of equimolar TBA-OH and acetic acid, was added to a stirred solution of N-[2-(1-chloroethoxycarbonyloxy)propyl]methacrylamide (4.736 g, 19 mmol) from Example It(i) above in THF (100 ml) at room temperature. Following stirring for 4 days the solvent was removed under reduced pressure. The residue was dissolved in chloroform (100 ml) and washed with water (5×20 ml ). The organic phase was dried (... Starting materials: CS(=O)(=O)OC1CC(C#N)N(C(=O)OCc2ccc([N+](=O)[O-])cc2)C1, NCCS, C1CCOC1. The product is CS(=O)(=O)OC1CC(C2=NCCS2)N(C(=O)OCc2ccc([N+](=O)[O-])cc2)C1. Reaction SMILES: [C:1](#[N:2])[CH:3]1[N:4]([C:13](=[O:14])[O:15][CH2:16][c:17]2[cH:18][cH:19][c:20]([N+:23](=[O:24])[O-:25])[cH:21][cH:22]2)[CH2:5][CH:6]([O:8][S:9](=[O:10])(=[O:11])[CH3:12])[CH2:7]1.[NH2:26][CH2:27][CH2:28][SH:29].[O:30]1[CH2:31][CH2:32][CH2:33][CH2:34]1>>[C:1]1([CH:3]2[N:4]([C:13](=[O:14])[O:15][CH2:16][c:17]3[cH:18][cH:19][c:20]([N+:23](=[O:24])[O-:25])[cH:21][cH:22]3)[CH2:5][CH:6]([O:8][S:9](=[O:10])(=[O:11])[CH3:12])[CH2:7]2)=[N:2][CH2:27][CH2:28][S:29]1.